From a dataset of the Open Reaction Database (ORD), a public repository of structured organic reaction records. describe an organic reaction: reactants, conditions, products, and yield The reactants are [Al+3], COC(=O)Cc1cc(C(=O)c2ccc(OCC(C)C)cc2OCC(C)C)ccc1OCC(C)C, ClCCl, ClC(Cl)Cl, [Cl-], [Cl-], [Cl-], O. Yields the product COC(=O)Cc1cc(C(=O)c2ccc(OCC(C)C)cc2O)ccc1OCC(C)C. Reaction SMILES: [Al+3:36].[CH2:1]([CH:2]([CH3:3])[CH3:4])[O:5][c:6]1[c:7]([C:8](=[O:9])[c:10]2[cH:11][cH:12][c:13]([O:21][CH2:22][CH:23]([CH3:24])[CH3:25])[c:14]([CH2:16][C:17](=[O:18])[O:19][CH3:20])[cH:15]2)[cH:26][cH:27][c:28]([O:30][CH2:31][CH:32]([CH3:33])[CH3:34])[cH:29]1.[CH2:44]([Cl:45])[Cl:46].[CH:39]([Cl:40])([Cl:41])[Cl:42].[Cl-:35].[Cl-:37].[Cl-:38].[OH2:43]>>[OH:5][c:6]1[c:7]([C:8](=[O:9])[c:10]2[cH:11][cH:12][c:13]([O:21][CH2:22][CH:23]([CH3:24])[CH3:25])[c:14]([CH2:16][C:17](=[O:18])[O:19][CH3:20])[cH:15]2)[cH:26][cH:27][c:28]([O:30][CH2:31][CH:32]([CH3:33])[CH3:34])[cH:29]1.